Task: describe an organic reaction: reactants, conditions, products, and yield. Dataset: the Open Reaction Database (ORD), a public repository of structured organic reaction records Starting materials: ClCCCOC=1C=C2CCC(NC2=CC1)=O (6-(3-chloropropoxy)-3,4-dihydrocarbostyril), BrC1=CC(=C(C=C1)N1C(=NC=C1)S)C (1-(4-bromo-2-methylphenyl)-2-mercaptoimidazole), C([O-])([O-])=O.[K+].[K+] (potassium carbonate). Run in CN(C=O)C (dimethylformamide). Reaction conditions: temperature 80 celsius, time 2 hour. Product: CC1=C(C=CC(=C1)Br)N1C(=NC=C1)SCCCOC=1C=C2CCC(NC2=CC1)=O (6-{3-[1-(2-methyl-4-bromophenyl)-2-imidazolylthio]propoxy}-3,4-dihydrocarbostyril). Isolated yield 67.3%. As a reaction SMILES: Cl[CH2:2][CH2:3][CH2:4][O:5][C:6]1[CH:7]=[C:8]2[C:13](=[CH:14][CH:15]=1)[NH:12][C:11](=[O:16])[CH2:10][CH2:9]2.[Br:17][C:18]1[CH:23]=[CH:22][C:21]([N:24]2[CH:28]=[CH:27][N:26]=[C:25]2[SH:29])=[C:20]([CH3:30])[CH:19]=1.C(=O)([O-])[O-].[K+].[K+]>CN(C)C=O>[CH3:30][C:20]1[CH:19]=[C:18]([Br:17])[CH:23]=[CH:22][C:21]=1[N:24]1[CH:28]=[CH:27][N:26]=[C:25]1[S:29][CH2:2][CH2:3][CH2:4][O:5][C:6]1[CH:7]=[C:8]2[C:13](=[CH:14][CH:15]=1)[NH:12][C:11](=[O:16])[CH2:10][CH2:9]2 |f:2.3.4|. Procedure details: In 300 ml of dimethylformamide were dissolved 89 g of 6-(3-chloropropoxy)-3,4-dihydrocarbostyril and 110 g of 1-(4-bromo-2-methylphenyl)-2-mercaptoimidazole. To the solution was slowly added 66.7 g of potassium carbonate at room temperature. The mixture was stirred at 80° C. for 2 hours to give rise to a reaction. After the completion of the reaction, the reaction mixture was extracted with ethyl acetate. The oily layer was washed with water thoroughly, washed with an aqueous solution saturated ... Reactants: NCC=1C(=NC=CC1)C1(CC2CCC(C1)N2C(C2=C(C=CC=C2)Cl)C2=C(C=CC=C2)Cl)O (3-[3-(Aminomethyl)-2-pyridinyl]-8-[Bis(2-chlorophenyl)methyl]-8-azabicyclo[3.2.1]octan-3-ol), C1(=CC=CC=C1)P(=O)(C1=CC=CC=C1)N=[N+]=[N-] (diphenylphosphoryl azide), N12CCCCCC2=NCCC1 (1,8-diazabicyclo [5,4,0]undec-7-ene). The product is N(=[N+]=[N-])CC=1C(=NC=CC1)C1(CC2CCC(C1)N2C(C2=C(C=CC=C2)Cl)C2=C(C=CC=C2)Cl)O (3-[3-(Azidomethyl)-2-pyridinyl]-8-[Bis(2-chlorophenyl)methyl]-8-azabicyclo-[3.2.1]octan-3-ol). As a reaction SMILES: [NH2:1][CH2:2][C:3]1[C:4]([C:9]2([OH:32])[CH2:15][CH:14]3[N:16]([CH:17]([C:25]4[CH:30]=[CH:29][CH:28]=[CH:27][C:26]=4[Cl:31])[C:18]4[CH:23]=[CH:22][CH:21]=[CH:20][C:19]=4[Cl:24])[CH:11]([CH2:12][CH2:13]3)[CH2:10]2)=[N:5][CH:6]=[CH:7][CH:8]=1.C1(P([N:47]=[N+:48]=[N-])(C2C=CC=CC=2)=O)C=CC=CC=1.N12CCCN=C1CCCCC2>>[N:1]([CH2:2][C:3]1[C:4]([C:9]2([OH:32])[CH2:10][CH:11]3[N:16]([CH:17]([C:18]4[CH:23]=[CH:22][CH:21]=[CH:20][C:19]=4[Cl:24])[C:25]4[CH:30]=[CH:29][CH:28]=[CH:27][C:26]=4[Cl:31])[CH:14]([CH2:13][CH2:12]3)[CH2:15]2)=[N:5][CH:6]=[CH:7][CH:8]=1)=[N+:47]=[N-:48]. Procedure: Follow the procedure of Step 5 of Example 15, using the product from Step 4 (95.2 mg, 0.213 mmol), diphenylphosphoryl azide (67.4 mg, 0.245 mmol) and 1,8-diazabicyclo [5,4,0]undec-7-ene (52.96 mg, 0.32 mmol) to give the desired compound as the minor product. Starting materials: C(C#C)O (Prop-2-yn-1-ol), TEA, IC1=CC=C(C=C1)C1=CC=C(C=C1)C(N(C)C(C(=O)OC)C(=O)NC)=O (4-iodo-4′-{[1-methoxy-3-(methylamino)-1,3-dioxopropan-2-yl](methyl)carbamoyl}biphenyl). The reagents and catalysts are Cl[Pd]([P](C1=CC=CC=C1)(C2=CC=CC=C2)C3=CC=CC=C3)([P](C4=CC=CC=C4)(C5=CC=CC=C5)C6=CC=CC=C6)Cl (PdCl2(PPh3)2), [Cu]I (CuI). Solvent: C(Cl)(Cl)Cl (chloroform). Run at time 3 hour. The product is OCC#CC1=CC=C(C=C1)C1=CC=C(C=C1)C(N(C)C(C(=O)OC)C(=O)NC)=O (4-(3-hydroxyprop-1-yn-1-yl)-4′-{[1-methoxy-3-(methylamino)-1,3-dioxopropan-2-yl](methyl)carbamoyl}biphenyl). Yield: 63.7%. Reaction SMILES: [CH2:1]([OH:4])[C:2]#[CH:3].I[C:6]1[CH:11]=[CH:10][C:9]([C:12]2[CH:17]=[CH:16][C:15]([C:18](=[O:30])[N:19]([CH:21]([C:26]([NH:28][CH3:29])=[O:27])[C:22]([O:24][CH3:25])=[O:23])[CH3:20])=[CH:14][CH:13]=2)=[CH:8][CH:7]=1>Cl[Pd](Cl)([P](C1C=CC=CC=1)(C1C=CC=CC=1)C1C=CC=CC=1)[P](C1C=CC=CC=1)(C1C=CC=CC=1)C1C=CC=CC=1.[Cu]I.C(Cl)(Cl)Cl>[OH:4][CH2:1][C:2]#[C:3][C:6]1[CH:11]=[CH:10][C:9]([C:12]2[CH:17]=[CH:16][C:15]([C:18](=[O:30])[N:19]([CH:21]([C:26]([NH:28][CH3:29])=[O:27])[C:22]([O:24][CH3:25])=[O:23])[CH3:20])=[CH:14][CH:13]=2)=[CH:8][CH:7]=1 |^1:33,52|. Procedure details: Prop-2-yn-1-ol (0.19 g), PdCl2(PPh3)2 (39 mg), CuI (21 mg) and TEA (0.17 g) were added to a chloroform (10 mL) solution of 4-iodo-4′-{[1-methoxy-3-(methylamino)-1,3-dioxopropan-2-yl](methyl)carbamoyl}biphenyl (0.52 g) as obtained in Example 20-(1). The mixture was stirred for 3 hours at room temperature in a nitrogen atmosphere, and then the reaction mixture was concentrated. The resulting residue was purified by OH type silica gel chromatography (gradient elution with hexane/ethyl acetate=50/50... Starting materials: C(C1=CC=CC=C1)N1CC2(CCC1)OC1=C(C2)C=CC=C1 (1'-benzyl-2,3-dihydrospiro(benzofuran-2,3'-piperidine)), ClC(C)OC(=O)Cl (1-chloroethylchloroformate). The solvent is ClC(C)Cl (dichloroethane). Yields the product N1CC2(CCC1)OC1=C(C2)C=CC=C1 (2,3-Dihydrospiro(benzofuran-2,3'-piperidine)). Yield: 94.2%. As a reaction SMILES: C([N:8]1[CH2:13][CH2:12][CH2:11][C:10]2([CH2:17][C:16]3[CH:18]=[CH:19][CH:20]=[CH:21][C:15]=3[O:14]2)[CH2:9]1)C1C=CC=CC=1.ClC(OC(Cl)=O)C>ClC(Cl)C>[NH:8]1[CH2:13][CH2:12][CH2:11][C:10]2([CH2:17][C:16]3[CH:18]=[CH:19][CH:20]=[CH:21][C:15]=3[O:14]2)[CH2:9]1. Procedure details: A solution of 13 g (46 mmole) of 1'-benzyl-2,3-dihydrospiro(benzofuran-2,3'-piperidine) in 100 mL dichloroethane was treated with 7.13 g (5.2 mL, 51 mmoles) of 1-chloroethylchloroformate at room temperature for 1/2 hour. The reaction mixture was concentrated and the residue dissolved in CH3OH and heated to reflux for 1/2 hour. The methanol was evaporated at reduced pressure, and the residue partitioned between ethyl acetate and 1N HCl. The ethyl acetate layer was discarded and the aqueous phase ...